Dataset: the Open Reaction Database (ORD), a public repository of structured organic reaction records. Task: describe an organic reaction: reactants, conditions, products, and yield Reactants: CC(C)(C)OC(=O)N1CC(O)CC1C(=O)O, ClCCCl, C1CCOC1, CNC, Cl, O, On1nnc2ccccc21. The product is CN(C)C(=O)C1CC(O)CN1C(=O)OC(C)(C)C. RXN SMILES: [C:1]([CH3:2])([CH3:3])([CH3:4])[O:5][C:6](=[O:7])[N:8]1[CH:9]([C:10](=[O:11])[OH:12])[CH2:13][CH:14]([OH:16])[CH2:15]1.[CH2:28]([Cl:29])[CH2:30][Cl:31].[CH2:36]1[O:37][CH2:38][CH2:39][CH2:40]1.[CH3:33][NH:34][CH3:35].[ClH:32].[OH2:27].[OH:17][n:18]1[c:19]2[c:20]([cH:21][cH:22][cH:23][cH:24]2)[n:25][n:26]1>>[C:1]([CH3:2])([CH3:3])([CH3:4])[O:5][C:6](=[O:7])[N:8]1[CH:9]([C:10](=[O:11])[N:34]([CH3:33])[CH3:35])[CH2:13][CH:14]([OH:16])[CH2:15]1. The reactants are ClC1=CC=C2C=CC(NC2=N1)=O (7-chloro-1H-[1,8]naphthyridin-2-one), C[O-].[Na+] (sodium methoxide). Run in CO (MeOH). Yields the product COC1=CC=C2C=CC(NC2=N1)=O (7-methoxy-1H-[1,8]naphthyridin-2-one), solid. Isolated yield 100.0%. RXN SMILES: Cl[C:2]1[N:11]=[C:10]2[C:5]([CH:6]=[CH:7][C:8](=[O:12])[NH:9]2)=[CH:4][CH:3]=1.[CH3:13][O-:14].[Na+]>CO>[CH3:13][O:14][C:2]1[N:11]=[C:10]2[C:5]([CH:6]=[CH:7][C:8](=[O:12])[NH:9]2)=[CH:4][CH:3]=1 |f:1.2|. Procedure details: To a solution of 7-chloro-1H-[1,8]naphthyridin-2-one (prepared as described in J. Org. Chem. (1990), 55, 4744; 5.36 g, 29.68 mmol) in MeOH (98 mL) was added sodium methoxide (25 wt % in MeOH, 161 mL). The resulting solution was stirred at reflux for 15 h. The solvent was removed in vacuo. Water (100 mL) and EA (80 mL) were added. The phases were separated and the aq layer was extracted with EA (8×80 mL). The combined org. layers were washed with brine (50 mL), dried over MgSO4, filtered and evap... Starting materials: CCOc1cccc(-c2ccc(CC(=O)O)c([N+](=O)[O-])c2)c1, CC(=O)O, [Fe]. Product: CCOc1cccc(-c2ccc3c(c2)NC(=O)C3)c1. RXN SMILES: [CH2:1]([CH3:2])[O:3][c:4]1[cH:5][c:6](-[c:10]2[cH:11][c:12]([N+:20]([O-:21])=[O:22])[c:13]([CH2:16][C:17](=[O:18])[OH:19])[cH:14][cH:15]2)[cH:7][cH:8][cH:9]1.[CH3:23][C:24](=[O:25])[OH:26].[Fe:27]>>[CH2:1]([CH3:2])[O:3][c:4]1[cH:5][c:6](-[c:10]2[cH:11][c:12]3[c:13]([cH:14][cH:15]2)[CH2:16][C:17](=[O:18])[NH:20]3)[cH:7][cH:8][cH:9]1.